From a dataset of the Open Reaction Database (ORD), a public repository of structured organic reaction records. describe an organic reaction: reactants, conditions, products, and yield Reactants: CC(C)(C)OC(=O)N1CCC(C(=O)O)CC1, CCN=C=NCCCN(C)C, CN(C)C=O, O=C1CCC(=O)N1O. RXN SMILES: [C:9]([CH3:10])([CH3:11])([CH3:12])[O:13][C:14](=[O:15])[N:16]1[CH2:17][CH2:18][CH:19]([C:22](=[O:23])[OH:24])[CH2:20][CH2:21]1.[CH3:25][CH2:26][N:27]=[C:28]=[N:29][CH2:30][CH2:31][CH2:32][N:33]([CH3:34])[CH3:35].[O:36]=[CH:37][N:38]([CH3:39])[CH3:40].[OH:1][N:2]1[C:3](=[O:8])[CH2:4][CH2:5][C:6]1=[O:7]>>[O:1]([N:2]1[C:3](=[O:8])[CH2:4][CH2:5][C:6]1=[O:7])[C:22]([CH:19]1[CH2:18][CH2:17][N:16]([C:14]([O:13][C:9]([CH3:10])([CH3:11])[CH3:12])=[O:15])[CH2:21][CH2:20]1)=[O:23]. Product: CC(C)(C)OC(=O)N1CCC(C(=O)ON2C(=O)CCC2=O)CC1. The reactants are C(C)(C)(C)[Si](OCC(C)(C1=CC=C(C=C1)[N+](=O)[O-])C)(C)C (tert-butyl-dimethyl-[2-methyl-2-(4-nitro-phenyl)-propoxy]-silane). Reagents/catalysts: [Pd] (Pd/C). Solvent: CCOC(=O)C (EtOAc). Run at time 6 hour. Yields the product C(C)(C)(C)[Si](OCC(C)(C)C1=CC=C(C=C1)N)(C)C (4-[2-(tert-Butyl-dimethyl-silanyloxy)-1,1-dimethyl-ethyl]-phenylamine). Yield: 93.0%. Reaction SMILES: [C:1]([Si:5]([CH3:21])([CH3:20])[O:6][CH2:7][C:8]([CH3:19])([C:10]1[CH:15]=[CH:14][C:13]([N+:16]([O-])=O)=[CH:12][CH:11]=1)[CH3:9])([CH3:4])([CH3:3])[CH3:2]>CCOC(C)=O.[Pd]>[C:1]([Si:5]([CH3:20])([CH3:21])[O:6][CH2:7][C:8]([C:10]1[CH:11]=[CH:12][C:13]([NH2:16])=[CH:14][CH:15]=1)([CH3:19])[CH3:9])([CH3:4])([CH3:2])[CH3:3]. Procedure: A mixture of tert-butyl-dimethyl-[2-methyl-2-(4-nitro-phenyl)-propoxy]-silane (as prepared in the previous step, 1.70 g, 5.49 mmol) and 10% Pd/C (850 mg, 50 wt %) in 30 mL of EtOAc was stirred at RT under H2 (balloon pressure) for 6 h. The Pd catalyst was removed by filtration on Celite and the filtrate was concentrated. The residue was purified by flash chromatography on silica gel (5-10% EtOAc/DCM) to give 1.43 g (93%) of the title compound as a light brown oil. Mass spectrum (ESI, m/z): Calcd... Reactants: C(C(=C)C)(=O)Cl (methacryloyl chloride), ice, S1CC(C1)O (3-thietanol), CN(C1=CC=CC=C1)C (dimethylaniline), S(O)(O)(=O)=O (sulphuric acid). Conditions: time 8 day. The product is C(C(=C)C)(=O)OC1CSC1 (3-thietanyl methacrylate). Yield: 26.9%. RXN SMILES: [C:1](Cl)(=[O:5])[C:2]([CH3:4])=[CH2:3].[S:7]1[CH2:10][CH:9]([OH:11])[CH2:8]1.CN(C)C1C=CC=CC=1.S(=O)(=O)(O)O>>[C:1]([O:11][CH:9]1[CH2:10][S:7][CH2:8]1)(=[O:5])[C:2]([CH3:4])=[CH2:3]. Procedure: 22.99 g of methacryloyl chloride (0.22 mole) are slowly poured (20 mins), with stirring, into a solution of 18 g of 3-thietanol (0.2 mole) in dimethylaniline (80 g, i.e. 0.66 mole). Stirring is then continued at ambient temperature for 8 days. After this time, the reaction mixture is poured on to the following mixture: 270 g of ice-27 cm3 (47.5 g) of concentrated sulphuric acid. The solution is stirred for 2 hours, then theorganic phase is extracted with ether. It is then washed with demineralis... Starting materials: CC(C)(C)OC(=O)NCCCC(Cc1cn(C2C=CCCC2)cn1)C(=O)OC(C)(C)C, C, CCO, [Pd]. Product: CC(C)(C)OC(=O)NCCCC(Cc1cn(C2CCCCC2)cn1)C(=O)OC(C)(C)C. As a reaction SMILES: [C:1]([CH3:2])([CH3:3])([CH3:4])[O:5][C:6](=[O:7])[NH:8][CH2:9][CH2:10][CH2:11][CH:12]([C:13](=[O:14])[O:15][C:16]([CH3:17])([CH3:18])[CH3:19])[CH2:20][c:21]1[n:22][cH:23][n:24]([CH:26]2[CH:27]=[CH:28][CH2:29][CH2:30][CH2:31]2)[cH:25]1.[C:32].[CH3:34][CH2:35][OH:36].[Pd:33]>>[C:1]([CH3:2])([CH3:3])([CH3:4])[O:5][C:6](=[O:7])[NH:8][CH2:9][CH2:10][CH2:11][CH:12]([C:13](=[O:14])[O:15][C:16]([CH3:17])([CH3:18])[CH3:19])[CH2:20][c:21]1[n:22][cH:23][n:24]([CH:26]2[CH2:27][CH2:28][CH2:29][CH2:30][CH2:31]2)[cH:25]1.